Dataset: the Open Reaction Database (ORD), a public repository of structured organic reaction records. Task: describe an organic reaction: reactants, conditions, products, and yield Reactants: COCNC(=O)Cl (methoxymethylcarbamoyl chloride), ClC1=C(ON)C=C(C=C1)Cl (2,5-dichlorophenoxyamine), N1=CC=CC=C1 (pyridine), O (water). Run at time 12 hour. Yields the product ClC1=C(ONC(N(C)OC)=O)C=C(C=C1)Cl (3-(2,5-Dichlorophenoxy)-1-methoxy-1-methyl urea). Isolated yield 72.0%. Reaction SMILES: [Cl:1][C:2]1[CH:9]=[CH:8][C:7]([Cl:10])=[CH:6][C:3]=1[O:4][NH2:5].[CH3:11][O:12]CNC(Cl)=O.[OH2:18].[N:19]1[CH:24]=CC=C[CH:20]=1>>[Cl:1][C:2]1[CH:9]=[CH:8][C:7]([Cl:10])=[CH:6][C:3]=1[O:4][NH:5][C:20](=[O:18])[N:19]([O:12][CH3:11])[CH3:24]. Procedure details: 4.5 g (25 mmol) of 2,5-dichlorophenoxyamine was dissolved in 10 ml of pyridine, and then 5.6 g (38 mmol) of methoxymethylcarbamoyl chloride was added. The mixture was stirred at a temperature of from 25° to 30° C. for 12 hours. After an addition of 200 ml of water, the reaction mixture was extracted with ethyl acetate. The extract was washed with a saturated sodium chloride aqueous solution, and dried over anhydrous magnesium sulfate. Ethyl acetate was distilled off, and precipitated crystals we... The reactants are [Si](C)(C)(C(C)(C)C)OC(C([C@@H](C1=CC=CC=C1)F)NC(OC(C)(C)C)=O)CO[Si](C)(C)C(C)(C)C ((R)-tert-butyl 3,4-bis(tert-butyldimethylsilyloxy)-1-fluoro-1-phenylbutan-2-ylcarbamate), C1CCOC1 (THF). Solvent: N1=CC=CC=C1 (pyridine). Reaction conditions: time 6 hour. Product: [Si](C)(C)(C(C)(C)C)OC(C([C@@H](C1=CC=CC=C1)F)NC(OC(C)(C)C)=O)CO ((R)-tert-butyl 3-(tert-butyldimethylsilyloxy)-1-fluoro-4-hydroxy-1-phenylbutan-2-ylcarbamate). Reaction SMILES: [Si:1]([O:8][CH:9]([CH2:27][O:28][Si](C(C)(C)C)(C)C)[CH:10]([NH:19][C:20](=[O:26])[O:21][C:22]([CH3:25])([CH3:24])[CH3:23])[C@H:11]([F:18])[C:12]1[CH:17]=[CH:16][CH:15]=[CH:14][CH:13]=1)([C:4]([CH3:7])([CH3:6])[CH3:5])([CH3:3])[CH3:2].C1COCC1>N1C=CC=CC=1>[Si:1]([O:8][CH:9]([CH2:27][OH:28])[CH:10]([NH:19][C:20](=[O:26])[O:21][C:22]([CH3:25])([CH3:24])[CH3:23])[C@H:11]([F:18])[C:12]1[CH:17]=[CH:16][CH:15]=[CH:14][CH:13]=1)([C:4]([CH3:7])([CH3:6])[CH3:5])([CH3:3])[CH3:2]. Procedure: To a plastic bottle containing (R)-tert-butyl 3,4-bis(tert-butyldimethylsilyloxy)-1-fluoro-1-phenylbutan-2-ylcarbamate was added 10 ml THF, 3 ml pyridine, 1 ml HF-pyr at 0° C. The mixture was stirred for 6 h and then carefully quench with sodium bicarbonate. The aq. layer was extracted with DCM (4×25 ml). The combined organics were washed with brine, dried with sodium sulfate, filtered, concentrated and the crude purified on a 40 g ISCO column to give 225 mg of the title compound. Starting materials: B, C1CCOC1, Cl, O=C(O)c1ccc(-c2cc3cc(O)ccc3o2)cc1. RXN SMILES: [BH3:20].[CH2:22]1[O:23][CH2:24][CH2:25][CH2:26]1.[ClH:21].[OH:1][c:2]1[cH:3][cH:4][c:5]2[c:6]([cH:7][c:8](-[c:10]3[cH:11][cH:12][c:13]([C:14](=[O:15])[OH:16])[cH:17][cH:18]3)[o:9]2)[cH:19]1>>[OH:1][c:2]1[cH:3][cH:4][c:5]2[c:6]([cH:7][c:8](-[c:10]3[cH:11][cH:12][c:13]([CH2:14][OH:15])[cH:17][cH:18]3)[o:9]2)[cH:19]1. The product is OCc1ccc(-c2cc3cc(O)ccc3o2)cc1. Starting materials: CC(=O)N1N=C(c2ccc([N+](=O)[O-])c(Cl)c2)c2cc(Cl)c(Cl)cc2CC1C, CO, ClCCl, NN, O. Product: CC(=O)N1N=C(c2ccc(N)c(Cl)c2)c2cc(Cl)c(Cl)cc2CC1C. As a reaction SMILES: [C:1]([CH3:2])(=[O:3])[N:4]1[N:5]=[C:6]([c:18]2[cH:19][c:20]([Cl:27])[c:21]([N+:24]([O-:25])=[O:26])[cH:22][cH:23]2)[c:7]2[c:8]([cH:12][c:13]([Cl:17])[c:14]([Cl:16])[cH:15]2)[CH2:9][CH:10]1[CH3:11].[CH3:31][OH:32].[Cl:33][CH2:34][Cl:35].[NH2:29][NH2:30].[OH2:28]>>[C:1]([CH3:2])(=[O:3])[N:4]1[N:5]=[C:6]([c:18]2[cH:19][c:20]([Cl:27])[c:21]([NH2:24])[cH:22][cH:23]2)[c:7]2[c:8]([cH:12][c:13]([Cl:17])[c:14]([Cl:16])[cH:15]2)[CH2:9][CH:10]1[CH3:11].